The task is: describe an organic reaction: reactants, conditions, products, and yield. This data is from the Open Reaction Database (ORD), a public repository of structured organic reaction records. Reactants: ClC1=CC=C(C(=O)N2CCC(CC2)=CC2=CC=C(C=C2)C#N)C=C1 (1-(4-chlorobenzoyl)-4-(4-cyanobenzylidene)piperidine). Reagents/catalysts: [Pd] (palladium black), [Pd] (palladium black), catalyst. Solvent: C1(=CC=CC=C1)C (toluene). Conditions: time 2.5 hour. The product is ClC1=CC=C(C(=O)N2CCC(CC2)CC2=CC=C(C=C2)C#N)C=C1 (1-(4-Chlorobenzoyl)-4-(4-cyanobenzyl)piperidine). Reaction SMILES: [Cl:1][C:2]1[CH:24]=[CH:23][C:5]([C:6]([N:8]2[CH2:13][CH2:12][C:11](=[CH:14][C:15]3[CH:20]=[CH:19][C:18]([C:21]#[N:22])=[CH:17][CH:16]=3)[CH2:10][CH2:9]2)=[O:7])=[CH:4][CH:3]=1>C1(C)C=CC=CC=1.[Pd]>[Cl:1][C:2]1[CH:3]=[CH:4][C:5]([C:6]([N:8]2[CH2:9][CH2:10][CH:11]([CH2:14][C:15]3[CH:16]=[CH:17][C:18]([C:21]#[N:22])=[CH:19][CH:20]=3)[CH2:12][CH2:13]2)=[O:7])=[CH:23][CH:24]=1. Procedure: 8.4 g of 1-(4-chlorobenzoyl)-4-(4-cyanobenzylidene)piperidine are hydrogenated (5 bar) at ambient temperature for 15 minutes in 400 ml of toluene with the addition of 2 g of palladium black. After addition of 1 g of palladium black, the mixture is hydrogenated for an additional 2.5 hours, a further 1 g of catalyst is added and the mixture is hydrogenated for an additional hour. 7.9 g (93.3% of theory) of the title compound are obtained as a colourless powder of melting point 137°-139° C. Reactants: 64, C1(=CC=CC=C1)CN1CCNCC1 (1-(phenyl-methyl)piperazine), FC1=C(C(=O)Cl)C=CC(=C1)F (2,4-difluorobenzoyl chloride). Run in O1CCCC1 (tetrahydrofuran). Yields the product 50, FC1=C(C(=O)N2CCN(CC2)CC2=CC=CC=C2)C=CC(=C1)F (1-(2,4-difluorobenzoyl)-4-(phenylmethyl)-piperazine). Yield: 87.8%. As a reaction SMILES: [C:1]1([CH2:7][N:8]2[CH2:13][CH2:12][NH:11][CH2:10][CH2:9]2)[CH:6]=[CH:5][CH:4]=[CH:3][CH:2]=1.[F:14][C:15]1[CH:23]=[C:22]([F:24])[CH:21]=[CH:20][C:16]=1[C:17](Cl)=[O:18]>O1CCCC1>[F:14][C:15]1[CH:23]=[C:22]([F:24])[CH:21]=[CH:20][C:16]=1[C:17]([N:11]1[CH2:12][CH2:13][N:8]([CH2:7][C:1]2[CH:2]=[CH:3][CH:4]=[CH:5][CH:6]=2)[CH2:9][CH2:10]1)=[O:18]. Procedure details: To a stirred and cooled mixture (10° C.) of 64 parts of 1-(phenyl-methyl)piperazine and 360 parts of tetrahydrofuran were added during 20 minutes 32.5 parts of 2,4-difluorobenzoyl chloride. Upon complete addition, stirring was continued until room temperature. The formed salt was filtered off and the filtrate was evaporated in vacuo. The residue was purified by column chromatography over silica gel using a mixture of trichloromethane and methanol (95:5 by volume) as eluent. The pure fractions we... Starting materials: COC(=O)c1ccc(CBr)cc1, C1CCOC1, N#C[Na], CN(C)C=O, O. Yields the product COC(=O)c1ccc(CC#N)cc1. Reaction SMILES: [Br:4][CH2:5][c:6]1[cH:7][cH:8][c:9]([C:10](=[O:11])[O:12][CH3:13])[cH:14][cH:15]1.[CH2:17]1[O:18][CH2:19][CH2:20][CH2:21]1.[Na:1][C:2]#[N:3].[O:22]=[CH:23][N:24]([CH3:25])[CH3:26].[OH2:16]>>[C:2](#[N:3])[CH2:5][c:6]1[cH:7][cH:8][c:9]([C:10](=[O:11])[O:12][CH3:13])[cH:14][cH:15]1. Starting materials: O=C([O-])[O-], ClCCCN1CCCCC1, Cl, [Cs+], [Cs+], [I-], [Na+], CN(C)C=O, O=c1cc(-c2ccc3c(c2)ncn3-c2ccccc2)cc[nH]1. Yields the product O=c1cc(-c2ccc3c(c2)ncn3-c2ccccc2)ccn1CCCN1CCCCC1. RXN SMILES: [C:25](=[O:26])([O-:27])[O-:28].[Cl:31][CH2:32][CH2:33][CH2:34][N:35]1[CH2:36][CH2:37][CH2:38][CH2:39][CH2:40]1.[ClH:41].[Cs+:29].[Cs+:30].[I-:24].[Na+:23].[O:42]=[CH:43][N:44]([CH3:45])[CH3:46].[c:1]1(-[n:7]2[cH:8][n:9][c:10]3[c:11]2[cH:12][cH:13][c:14](-[c:16]2[cH:17][c:18](=[O:22])[nH:19][cH:20][cH:21]2)[cH:15]3)[cH:2][cH:3][cH:4][cH:5][cH:6]1>>[c:1]1(-[n:7]2[cH:8][n:9][c:10]3[c:11]2[cH:12][cH:13][c:14](-[c:16]2[cH:17][c:18](=[O:22])[n:19]([CH2:32][CH2:33][CH2:34][N:35]4[CH2:36][CH2:37][CH2:38][CH2:39][CH2:40]4)[cH:20][cH:21]2)[cH:15]3)[cH:2][cH:3][cH:4][cH:5][cH:6]1. The reactants are c1ccc(CN2CCNCC2)cc1, CC(C)(C)[O-], Cc1ccccc1, CN(C)c1ccccc1-c1ccccc1P(C1CCCCC1)C1CCCCC1, Clc1ccc(C23CCN(CC2)C3)cn1, ClCCl, [Na+], [Na+], [Na+], O=C([O-])[O-], CC(=O)[O-], CC(=O)[O-], [Pd+2]. Yields the product c1ccc(CN2CCN(c3ccc(C45CCN(CC4)C5)cn3)CC2)cc1. As a reaction SMILES: [CH2:1]([c:2]1[cH:3][cH:4][cH:5][cH:6][cH:7]1)[N:8]1[CH2:9][CH2:10][NH:11][CH2:12][CH2:13]1.[CH3:14][C:15]([CH3:16])([O-:17])[CH3:18].[CH3:68][c:69]1[cH:70][cH:71][cH:72][cH:73][cH:74]1.[CH:34]1([P:35]([CH:36]2[CH2:37][CH2:38][CH2:39][CH2:40][CH2:41]2)[c:42]2[cH:43][cH:44][cH:45][cH:46][c:47]2-[c:48]2[cH:49][cH:50][cH:51][cH:52][c:53]2[N:54]([CH3:55])[CH3:56])[CH2:57][CH2:58][CH2:59][CH2:60][CH2:61]1.[Cl:20][c:21]1[cH:22][cH:23][c:24]([C:27]23[CH2:28][CH2:29][N:30]([CH2:31][CH2:32]2)[CH2:33]3)[cH:25][n:26]1.[Cl:75][CH2:76][Cl:77].[Na+:19].[Na+:62].[Na+:63].[O-:64][C:65](=[O:66])[O-:67].[O-:79][C:80]([CH3:81])=[O:82].[O-:83][C:84]([CH3:85])=[O:86].[Pd+2:78]>>[CH2:1]([c:2]1[cH:3][cH:4][cH:5][cH:6][cH:7]1)[N:8]1[CH2:9][CH2:10][N:11]([c:21]2[cH:22][cH:23][c:24]([C:27]34[CH2:28][CH2:29][N:30]([CH2:31][CH2:32]3)[CH2:33]4)[cH:25][n:26]2)[CH2:12][CH2:13]1. As a reaction SMILES: Br[C:2]1[N:7]=[CH:6][C:5]([NH:8][C:9]([CH:11]2[CH2:16][CH2:15][N:14]([C:17]([O:19][C:20]([CH3:23])([CH3:22])[CH3:21])=[O:18])[CH2:13][CH2:12]2)=[O:10])=[CH:4][CH:3]=1.[CH3:24][S:25]([C:28]1[CH:33]=[CH:32][C:31](B(O)O)=[CH:30][CH:29]=1)(=[O:27])=[O:26].C([O-])([O-])=O.[Na+].[Na+]>COCCOC.Cl[Pd](Cl)([P](C1C=CC=CC=1)(C1C=CC=CC=1)C1C=CC=CC=1)[P](C1C=CC=CC=1)(C1C=CC=CC=1)C1C=CC=CC=1>[CH3:24][S:25]([C:28]1[CH:33]=[CH:32][C:31]([C:2]2[N:7]=[CH:6][C:5]([NH:8][C:9]([CH:11]3[CH2:16][CH2:15][N:14]([C:17]([O:19][C:20]([CH3:23])([CH3:22])[CH3:21])=[O:18])[CH2:13][CH2:12]3)=[O:10])=[CH:4][CH:3]=2)=[CH:30][CH:29]=1)(=[O:27])=[O:26] |f:2.3.4,^1:51,70|. Run in COCCOC (DME). Starting materials: BrC1=CC=C(C=N1)NC(=O)C1CCN(CC1)C(=O)OC(C)(C)C (1,1-dimethylethyl 4-{[(6-bromo-3-pyridinyl)amino]carbonyl}-1-piperidinecarboxylate), CS(=O)(=O)C1=CC=C(C=C1)B(O)O ([4-(methylsulfonyl)phenyl]boronic acid), C(=O)([O-])[O-].[Na+].[Na+] (Na2CO3). Reagents/catalysts: Cl[Pd]([P](C1=CC=CC=C1)(C2=CC=CC=C2)C3=CC=CC=C3)([P](C4=CC=CC=C4)(C5=CC=CC=C5)C6=CC=CC=C6)Cl (Pd(PPh3)2Cl2). Reaction conditions: temperature 80 celsius, time 8 hour. Procedure details: A mixture of 1,1-dimethylethyl 4-{[(6-bromo-3-pyridinyl)amino]carbonyl}-1-piperidinecarboxylate (1.75 g, 4.55 mmol), [4-(methylsulfonyl)phenyl]boronic acid (911 mg, 4.55 mmol), 2M Na2CO3 (5 mL) and Pd(PPh3)2Cl2 (400 mg, 0.57 mmol) in DME (10 mL) was stirred at 80° C. overnight. The mixture was cooled to ambient temperature, and the organic phase was separated and concentrated. The crude product was purified by chromatography on a silica gel column using 0 to 5% MeOH/CH2Cl2 to give 1.41 g (68%) o... Yields the product CS(=O)(=O)C1=CC=C(C=C1)C1=CC=C(C=N1)NC(=O)C1CCN(CC1)C(=O)OC(C)(C)C (1,1-dimethylethyl 4-[({6-[4-(methylsulfonyl)phenyl]-3-pyridinyl}amino)carbonyl]-1-piperidinecarboxylate). Isolated yield 67.4%. Reactants: C(C)N(C1=CC=CC=C1)CCO (2-(N-ethylanilino)ethanol), [H-].[Na+] (sodium hydride), O (water), C(CC)I (propyl iodide). Run in CN(C)C=O (DMF). Reaction conditions: temperature 0 celsius, time 30 minute. Yields the product C(C)N(C1=CC=CC=C1)CCOCCC (N-ethyl-N-(2-propoxyethyl)aniline). As a reaction SMILES: [CH2:1]([N:3]([CH2:10][CH2:11][OH:12])[C:4]1[CH:9]=[CH:8][CH:7]=[CH:6][CH:5]=1)[CH3:2].[H-].[Na+].[CH2:15](I)[CH2:16][CH3:17].O>CN(C=O)C>[CH2:1]([N:3]([CH2:10][CH2:11][O:12][CH2:15][CH2:16][CH3:17])[C:4]1[CH:5]=[CH:6][CH:7]=[CH:8][CH:9]=1)[CH3:2] |f:1.2|. Procedure: To a solution of 2-(N-ethylanilino)ethanol (17.83 g) in DMF (300 ml) was added at 0° C. sodium hydride (60%, 4.74 g), and the mixture was stirred at 0° C. for 30 minutes and at room temperature for 30 minutes. To the mixture was added propyl iodide (11.0 ml), and the mixture was stirred at 50° C. for 19 hours. To the mixture was added water, and the mixture was extracted with ethyl acetate. The organic layer was washed with water and saturated brine, dried with magnesium sulfate and concentrated... Reactants: N1(CCCC1)CC1CCN(CC1)C1=CC=C(C=O)C=C1 (4-(4-Pyrrolidin-1-ylmethyl-pieridin-1-yl)-benzaldehyde), OC1CCNCC1 (4-hydroxypiperidine). Yields the product N1(CCCC1)CC1CCN(CC1)C1=CC=C(CN2CCC(CC2)O)C=C1 (1-{4-(4-Pyrrolidin-1-ylmethyl-piperidin-1-yl)-benzyl}-piperidin-4-ol). As a reaction SMILES: [N:1]1([CH2:6][CH:7]2[CH2:12][CH2:11][N:10]([C:13]3[CH:20]=[CH:19][C:16]([CH:17]=O)=[CH:15][CH:14]=3)[CH2:9][CH2:8]2)[CH2:5][CH2:4][CH2:3][CH2:2]1.[OH:21][CH:22]1[CH2:27][CH2:26][NH:25][CH2:24][CH2:23]1>>[N:1]1([CH2:6][CH:7]2[CH2:12][CH2:11][N:10]([C:13]3[CH:20]=[CH:19][C:16]([CH2:17][N:25]4[CH2:26][CH2:27][CH:22]([OH:21])[CH2:23][CH2:24]4)=[CH:15][CH:14]=3)[CH2:9][CH2:8]2)[CH2:5][CH2:4][CH2:3][CH2:2]1. Procedure details: Prepared from the product of Example 9 and 4-hydroxypiperidine.